From a dataset of the Open Reaction Database (ORD), a public repository of structured organic reaction records. describe an organic reaction: reactants, conditions, products, and yield Reactants: CCN(CC)CCC(=O)CCCc1cccc(OC)c1, CCC1C(=O)CCC1=O. Product: CCC1(CCC(=O)CCCc2cccc(OC)c2)C(=O)CCC1=O. Reaction SMILES: [CH2:1]([N:2]([CH2:3][CH3:19])[CH2:4][CH2:5][C:6]([CH2:7][CH2:8][CH2:9][c:10]1[cH:11][c:12]([O:16][CH3:17])[cH:13][cH:14][cH:15]1)=[O:18])[CH3:20].[CH2:21]([CH3:22])[CH:23]1[C:24](=[O:29])[CH2:25][CH2:26][C:27]1=[O:28]>>[CH2:4]([CH2:5][C:6]([CH2:7][CH2:8][CH2:9][c:10]1[cH:11][c:12]([O:16][CH3:17])[cH:13][cH:14][cH:15]1)=[O:18])[C:23]1([CH2:21][CH3:22])[C:24](=[O:29])[CH2:25][CH2:26][C:27]1=[O:28]. Starting materials: Cl (Hydrogen chloride), O1CCOCC1 (dioxane), BrC1=C(C(=CC=C1)Cl)N(NC(=O)OC(C)(C)C)C(=O)OC(C)(C)C (di-tert-butyl 1-(2-bromo-6-chlorophenyl)hydrazine-1,2-dicarboxylate). Solvent: CC(C)O (iPrOH). Conditions: temperature 60 celsius, time 20 minute. The product is Cl.BrC1=C(C(=CC=C1)Cl)NN ((2-bromo-6-chlorophenyl)hydrazine hydrochloride). Isolated yield 162.1%. Reaction SMILES: Cl.O1CCOCC1.[Br:8][C:9]1[CH:14]=[CH:13][CH:12]=[C:11]([Cl:15])[C:10]=1[N:16](C(OC(C)(C)C)=O)[NH:17]C(OC(C)(C)C)=O>CC(O)C>[ClH:15].[Br:8][C:9]1[CH:14]=[CH:13][CH:12]=[C:11]([Cl:15])[C:10]=1[NH:16][NH2:17] |f:4.5|. Procedure details: 4M Hydrogen chloride in dioxane (28.2 mL, 112.64 mmol) was added to di-tert-butyl 1-(2-bromo-6-chlorophenyl)hydrazine-1,2-dicarboxylate (Intermediate AH1) (9.5 g, 22.53 mmol) in iPrOH (30 mL) at ambient temperature. The resulting solution was heated to 60° C. and stirred for 20 minutes. The reaction mixture was allowed to cool to ambient temperature. A solid was filtered off, and dried under vacuum to afford the product (4.71 g). 1H NMR (400 MHz, DMSO) d 6.97 (1H, s), 7.06 (1H, t), 7.41 (1H, dd)... The reactants are BrC1=CC=C2C=NC(=NN21)NC2=CC=C(C=C2)N2CCN(CC2)C ((7-Bromo-pyrrolo[2,1-f][1,2,4]triazin-2-yl)-[4-(4-methyl-piperazin-1-yl)-phenyl]-amine), C(=O)C=1OC(=CC1)B(O)O (2-Formylfuran-5-boronic acid), C([O-])([O-])=O.[Na+].[Na+] (Sodium carbonate), O (Water), C1(=CC=CC=C1)P(C1=CC=CC=C1)C1=CC=CC=C1 (Triphenylphosphine). The reagents and catalysts are C(C)(=O)[O-].[Pd+2].C(C)(=O)[O-] (Palladium Acetate). The solvent is CN(C=O)C (N,N-Dimethylformamide), O1CCOCC1 (1,4-Dioxane). Conditions: time 10 minute. The product is CN1CCN(CC1)C1=CC=C(C=C1)NC1=NN2C(C=N1)=CC=C2C2=CC=C(O2)C=O (5-{2-[4-(4-Methyl-piperazin-1-yl)-phenylamino]-pyrrolo[2,1-f][1,2,4]triazin-7-yl}-furan-2-carbaldehyde). Yield: 33.1%. As a reaction SMILES: C1(P(C2C=CC=CC=2)C2C=CC=CC=2)C=CC=CC=1.Br[C:21]1[N:29]2[C:24]([CH:25]=[N:26][C:27]([NH:30][C:31]3[CH:36]=[CH:35][C:34]([N:37]4[CH2:42][CH2:41][N:40]([CH3:43])[CH2:39][CH2:38]4)=[CH:33][CH:32]=3)=[N:28]2)=[CH:23][CH:22]=1.[CH:44]([C:46]1[O:47][C:48](B(O)O)=[CH:49][CH:50]=1)=[O:45].C(=O)([O-])[O-].[Na+].[Na+].O>C([O-])(=O)C.[Pd+2].C([O-])(=O)C.CN(C)C=O.O1CCOCC1>[CH3:43][N:40]1[CH2:41][CH2:42][N:37]([C:34]2[CH:33]=[CH:32][C:31]([NH:30][C:27]3[N:26]=[CH:25][C:24]4=[CH:23][CH:22]=[C:21]([C:48]5[O:47][C:46]([CH:44]=[O:45])=[CH:50][CH:49]=5)[N:29]4[N:28]=3)=[CH:36][CH:35]=2)[CH2:38][CH2:39]1 |f:3.4.5,7.8.9|. Reported procedure: Into a 8-dram vial, Palladium Acetate (0.00988 g, 0.0440 mmol), Triphenylphosphine (0.0338 g, 0.129 mmol) and 1,4-Dioxane (2 mL) were added and stirred at room temperature for 10 minutes. (7-Bromo-pyrrolo[2,1-f][1,2,4]triazin-2-yl)-[4-(4-methyl-piperazin-1-yl)-phenyl]-amine (0.320 g, 0.826 mmol), 2-Formylfuran-5-boronic acid (0.2312 g, 1.652 mmol), N,N-Dimethylformamide (2 mL) and 1.50 M of Sodium carbonate in Water (6 mL, 10 mmol) were added. The reaction mixture was heated at 90° C. overnight.... The reactants are C(=C=C)N1N=C(N=N1)C=1CNCCC1 (2-Allenyl-5-(1,2,5,6-tetrahydro-3-pyridyl)-2H-tetrazole), CN1N=CC(=N1)C=1CN(CCC1)C (2-Methyl-4-(1-methyl-1,2,5,6-tetrahydro-3-pyridyl)-1,2,3-triazole). The product is C(C)N1N=C(N=N1)C=1CN(CCC1)C (2-Ethyl-5-(1-methyl-1,2,5,6-tetrahydro-3-pyridyl)-2H-tetrazole). Reaction SMILES: [CH:1]([N:4]1[N:8]=[N:7][C:6]([C:9]2[CH2:10][NH:11][CH2:12][CH2:13][CH:14]=2)=[N:5]1)=[C:2]=C.[CH3:15]N1N=C(C2CN(C)CCC=2)C=N1>>[CH2:1]([N:4]1[N:8]=[N:7][C:6]([C:9]2[CH2:10][N:11]([CH3:15])[CH2:12][CH2:13][CH:14]=2)=[N:5]1)[CH3:2]. Procedure details: 2-Allenyl-5-(1,2,5,6-tetrahydro-3-pyridyl)-2H-tetrazole; 2-Methyl-4-(1-methyl-1,2,5,6-tetrahydro-3-pyridyl)-1,2,3-triazole; The reactants are CCN=C=NCCCN(C)C, ClCCl, O=C(O)c1cc2cc(F)ccc2[nH]1, c1ccc(N2CCCNCC2)nc1. The product is O=C(c1cc2cc(F)ccc2[nH]1)N1CCCN(c2ccccn2)CC1. RXN SMILES: [CH3:27][CH2:28][N:29]=[C:30]=[N:31][CH2:32][CH2:33][CH2:34][N:35]([CH3:36])[CH3:37].[Cl:38][CH2:39][Cl:40].[F:14][c:15]1[cH:16][c:17]2[cH:18][c:19]([C:24](=[O:25])[OH:26])[nH:20][c:21]2[cH:22][cH:23]1.[n:1]1[c:2]([N:7]2[CH2:8][CH2:9][NH:10][CH2:11][CH2:12][CH2:13]2)[cH:3][cH:4][cH:5][cH:6]1>>[n:1]1[c:2]([N:7]2[CH2:8][CH2:9][N:10]([C:24]([c:19]3[cH:18][c:17]4[cH:16][c:15]([F:14])[cH:23][cH:22][c:21]4[nH:20]3)=[O:25])[CH2:11][CH2:12][CH2:13]2)[cH:3][cH:4][cH:5][cH:6]1. The reactants are CCCCN, CCOC(C)=O, CO, CC1(C)CC(=O)CC(C)(C)N1c1nc(N2CCOCC2)nc(N2CCOCC2)n1, Cc1ccc(S(=O)(=O)O)cc1. Yields the product CCCCNC1CC(C)(C)N(c2nc(N3CCOCC3)nc(N3CCOCC3)n2)C(C)(C)C1. RXN SMILES: [CH2:36]([CH2:37][CH2:38][CH3:39])[NH2:40].[CH3:30][CH2:31][O:32][C:33](=[O:34])[CH3:35].[CH3:52][OH:53].[O:1]1[CH2:2][CH2:3][N:4]([c:7]2[n:8][c:9]([N:19]3[C:20]([CH3:28])([CH3:29])[CH2:21][C:22](=[O:27])[CH2:23][C:24]3([CH3:25])[CH3:26])[n:10][c:11]([N:13]3[CH2:14][CH2:15][O:16][CH2:17][CH2:18]3)[n:12]2)[CH2:5][CH2:6]1.[c:41]1([CH3:42])[cH:43][cH:44][c:45]([S:46]([OH:47])(=[O:48])=[O:49])[cH:50][cH:51]1>>[O:1]1[CH2:2][CH2:3][N:4]([c:7]2[n:8][c:9]([N:19]3[C:20]([CH3:28])([CH3:29])[CH2:21][CH:22]([NH:40][CH2:36][CH2:37][CH2:38][CH3:39])[CH2:23][C:24]3([CH3:25])[CH3:26])[n:10][c:11]([N:13]3[CH2:14][CH2:15][O:16][CH2:17][CH2:18]3)[n:12]2)[CH2:5][CH2:6]1. Reactants: C1CCOC1, CNC(=O)c1c2cc(C3CC3)c(N(CCCO)S(C)(=O)=O)cc2nn1-c1ccc(Nc2ccc(F)cc2)cc1, O=C1NC(=O)c2ccccc21, CC(C)OC(=O)N=NC(=O)OC(C)C, c1ccc(P(c2ccccc2)c2ccccc2)cc1. Yields the product CNC(=O)c1c2cc(C3CC3)c(N(CCCN3C(=O)c4ccccc4C3=O)S(C)(=O)=O)cc2nn1-c1ccc(Nc2ccc(F)cc2)cc1. Reaction SMILES: [CH2:84]1[O:85][CH2:86][CH2:87][CH2:88]1.[CH:1]1([c:4]2[cH:5][c:6]3[c:7]([C:36](=[O:37])[NH:38][CH3:39])[n:8](-[c:22]4[cH:23][cH:24][c:25]([NH:28][c:29]5[cH:30][cH:31][c:32]([F:35])[cH:33][cH:34]5)[cH:26][cH:27]4)[n:9][c:10]3[cH:11][c:12]2[N:13]([S:14](=[O:15])(=[O:16])[CH3:17])[CH2:18][CH2:19][CH2:20][OH:21])[CH2:2][CH2:3]1.[O:59]=[C:60]1[NH:61][C:62](=[O:63])[c:64]2[cH:65][cH:66][cH:67][cH:68][c:69]21.[O:70]=[C:71]([O:72][CH:73]([CH3:74])[CH3:75])[N:76]=[N:77][C:78]([O:79][CH:80]([CH3:81])[CH3:82])=[O:83].[c:40]1([P:41]([c:42]2[cH:43][cH:44][cH:45][cH:46][cH:47]2)[c:48]2[cH:49][cH:50][cH:51][cH:52][cH:53]2)[cH:54][cH:55][cH:56][cH:57][cH:58]1>>[CH:1]1([c:4]2[cH:5][c:6]3[c:7]([C:36](=[O:37])[NH:38][CH3:39])[n:8](-[c:22]4[cH:23][cH:24][c:25]([NH:28][c:29]5[cH:30][cH:31][c:32]([F:35])[cH:33][cH:34]5)[cH:26][cH:27]4)[n:9][c:10]3[cH:11][c:12]2[N:13]([S:14](=[O:15])(=[O:16])[CH3:17])[CH2:18][CH2:19][CH2:20][N:61]2[C:60](=[O:59])[c:69]3[c:64]([cH:65][cH:66][cH:67][cH:68]3)[C:62]2=[O:63])[CH2:2][CH2:3]1.